Dataset: the Open Reaction Database (ORD), a public repository of structured organic reaction records. Task: describe an organic reaction: reactants, conditions, products, and yield Reactants: C(C)OC(C(CC1=C(C=C(C=C1)O)C)OCC)=O ([rac]-2-ethoxy-3-(4-hydroxy-2-methyl-phenyl)-propionic acid ethyl ester), C1(=CC=CC=C1)P(C1=CC=CC=C1)C1=CC=CC=C1 (triphenylphosphine), ClC1=CC=C(C=C1)C=1SC(=C(N1)C)CO ([2-(4-chloro-phenyl)-4-methyl-thiazol-5-yl]-methanol), ClC1=CC=C(C(=S)N)C=C1 (4-chloro-thiobenzamide), ClC(C(=O)OCC)C(=O)C (ethyl 2-chloro-acetoacetate), N(=NC(=O)OCC)C(=O)OCC (diethyl azodicarboxylate). Yields the product C(C)OC(C(CC1=C(C=C(C=C1)OCC1=C(N=C(S1)C1=CC=C(C=C1)Cl)C)C)OCC)=O ([rac]-3-{4-[2-(4-chloro-phenyl)-4-methyl-thiazol-5-ylmethoxy]-2-methyl-phenyl}-2-ethoxy-propionic acid ethyl ester). Reaction SMILES: [CH2:1]([O:3][C:4](=[O:18])[CH:5]([O:15][CH2:16][CH3:17])[CH2:6][C:7]1[CH:12]=[CH:11][C:10]([OH:13])=[CH:9][C:8]=1[CH3:14])[CH3:2].[Cl:19][C:20]1[CH:25]=[CH:24][C:23]([C:26]2[S:27][C:28]([CH2:32]O)=[C:29]([CH3:31])[N:30]=2)=[CH:22][CH:21]=1.ClC1C=CC(C(N)=S)=CC=1.ClC(C(C)=O)C(OCC)=O.C1(P(C2C=CC=CC=2)C2C=CC=CC=2)C=CC=CC=1.N(C(OCC)=O)=NC(OCC)=O>>[CH2:1]([O:3][C:4](=[O:18])[CH:5]([O:15][CH2:16][CH3:17])[CH2:6][C:7]1[CH:12]=[CH:11][C:10]([O:13][CH2:32][C:28]2[S:27][C:26]([C:23]3[CH:24]=[CH:25][C:20]([Cl:19])=[CH:21][CH:22]=3)=[N:30][C:29]=2[CH3:31])=[CH:9][C:8]=1[CH3:14])[CH3:2]. Reported procedure: In analogy to the procedure described in example 10 c], [rac]-2-ethoxy-3-(4-hydroxy-2-methyl-phenyl)-propionic acid ethyl ester (example 10 b]) was reacted with [2-(4-chloro-phenyl)-4-methyl-thiazol-5-yl]-methanol (prepared from 4-chloro-thiobenzamide and ethyl 2-chloro-acetoacetate in analogy to the procedures described in examples 33 a] and 33 b]) in the presence of triphenylphosphine and diethyl azodicarboxylate to yield [rac]-3-{4-[2-(4-chloro-phenyl)-4-methyl-thiazol-5-ylmethoxy]-2-methyl-p... Starting materials: FC1=CC=C(C(=C1C(=O)O)N1N=CC=N1)C (6-fluoro-3-methyl-2-(2H-1,2,3-triazol-2-yl)benzoic acid), FC1=CC(=C(C(=O)O)C=C1C)I (4-fluoro-2-iodo-5-methylbenzoic acid). Yields the product FC1=CC(=C(C(=O)O)C=C1C)N1N=CC=N1 (4-Fluoro-5-methyl-2-(2H-1,2,3-triazol-2-yl)benzoic acid). Reaction SMILES: FC1C(C(O)=O)=C([N:11]2[N:15]=[CH:14][CH:13]=[N:12]2)C(C)=CC=1.[F:17][C:18]1[C:26]([CH3:27])=[CH:25][C:21]([C:22]([OH:24])=[O:23])=[C:20](I)[CH:19]=1>>[F:17][C:18]1[C:26]([CH3:27])=[CH:25][C:21]([C:22]([OH:24])=[O:23])=[C:20]([N:11]2[N:15]=[CH:14][CH:13]=[N:12]2)[CH:19]=1. Procedure: The title compound was prepared following the same general protocol as described for 6-fluoro-3-methyl-2-(2H-1,2,3-triazol-2-yl)benzoic acid in Example A352 using 4-fluoro-2-iodo-5-methylbenzoic acid. MS (ESI) 222 (M+H). Reactants: C(=O)[O-].[NH4+] (ammonium formate), C(C)(C)(C)C=1C=C(C(=C(C1)[N+](=O)[O-])OC)[N+](=O)[O-] (5-tert-Butyl-2-methoxy-1,3-dinitrobenzene). The reagents and catalysts are [Pd] (palladium on carbon). The solvent is CCO (EtOH). Product: C(C)(C)(C)C=1C=C(C(=C(C1)N)OC)N (5-tert-butyl-2-methoxybenzene-1,3-diamine). Yield: 89.2%. Reaction SMILES: [C:1]([C:5]1[CH:6]=[C:7]([N+:16]([O-])=O)[C:8]([O:14][CH3:15])=[C:9]([N+:11]([O-])=O)[CH:10]=1)([CH3:4])([CH3:3])[CH3:2].C([O-])=O.[NH4+]>[Pd].CCO>[C:1]([C:5]1[CH:6]=[C:7]([NH2:16])[C:8]([O:14][CH3:15])=[C:9]([NH2:11])[CH:10]=1)([CH3:4])([CH3:2])[CH3:3] |f:1.2|. Reported procedure: 5-tert-Butyl-2-methoxy-1,3-dinitrobenzene (see Example 1, 1.9 g, 0.0075 mol) was added to EtOH (40 mL) under nitrogen purge. To this mixture, ammonium formate (4.9 g, 0.075 mol) was added in a single portion, followed by 10% palladium on carbon (0.75 g, 10 mole %), also in a single portion. This resulted in an immediate exotherm (temperature climbs to 30° C.), along with outgassing. Once the bubbling subsided, the mixture was slowly brought to reflux and maintained at this temperature for 3 h. A... Starting materials: O=C([O-])[O-], CC(=O)[O-], CC(=O)[O-], CC(C)=O, O=C1OC(c2cc(C(F)(F)F)cc(C(F)(F)F)c2)CN1Cc1cc(C(F)(F)F)ccc1I, COc1cc(F)c(C(C)C)cc1B(O)O, [K+], [K+], O, [Pd+2]. Product: COc1cc(F)c(C(C)C)cc1-c1ccc(C(F)(F)F)cc1CN1CC(c2cc(C(F)(F)F)cc(C(F)(F)F)c2)OC1=O. RXN SMILES: [C:48](=[O:49])([O-:50])[O-:51].[C:54]([O-:55])(=[O:56])[CH3:57].[C:59]([O-:60])(=[O:61])[CH3:62].[CH3:64][C:65]([CH3:66])=[O:67].[F:1][C:2]([c:3]1[cH:4][c:5]([CH:13]2[CH2:14][N:15]([CH2:19][c:20]3[c:21]([I:30])[cH:22][cH:23][c:24]([C:26]([F:27])([F:28])[F:29])[cH:25]3)[C:16](=[O:18])[O:17]2)[cH:6][c:7]([C:9]([F:10])([F:11])[F:12])[cH:8]1)([F:31])[F:32].[F:33][c:34]1[cH:35][c:36]([O:46][CH3:47])[c:37]([B:43]([OH:44])[OH:45])[cH:38][c:39]1[CH:40]([CH3:41])[CH3:42].[K+:52].[K+:53].[OH2:63].[Pd+2:58]>>[F:1][C:2]([c:3]1[cH:4][c:5]([CH:13]2[CH2:14][N:15]([CH2:19][c:20]3[c:21](-[c:37]4[c:36]([O:46][CH3:47])[cH:35][c:34]([F:33])[c:39]([CH:40]([CH3:41])[CH3:42])[cH:38]4)[cH:22][cH:23][c:24]([C:26]([F:27])([F:28])[F:29])[cH:25]3)[C:16](=[O:18])[O:17]2)[cH:6][c:7]([C:9]([F:10])([F:11])[F:12])[cH:8]1)([F:31])[F:32]. RXN SMILES: [Br:12][N:13]1[C:14](=[O:15])[CH2:16][CH2:17][C:18]1=[O:19].[C:20]([O:21][O:22][C:23](=[O:24])[c:25]1[cH:26][cH:27][cH:28][cH:29][cH:30]1)(=[O:31])[c:32]1[cH:33][cH:34][cH:35][cH:36][cH:37]1.[CH3:1][c:2]1[cH:3][c:4]2[n:5][cH:6][cH:7][n:8][c:9]2[cH:10][cH:11]1.[Cl:38][c:39]1[cH:40][cH:41][cH:42][cH:43][cH:44]1>>[CH2:1]([c:2]1[cH:3][c:4]2[n:5][cH:6][cH:7][n:8][c:9]2[cH:10][cH:11]1)[Br:12]. Product: BrCc1ccc2nccnc2c1. Starting materials: O=C1CCC(=O)N1Br, O=C(OOC(=O)c1ccccc1)c1ccccc1, Cc1ccc2nccnc2c1, Clc1ccccc1. The reactants are CCOC(=O)C(=O)CC(=O)c1cccc(C2CCCc3ccccc32)c1, CO, [Na+], [OH-], O. The product is O=C(O)C(=O)CC(=O)c1cccc(C2CCCc3ccccc32)c1. RXN SMILES: [CH2:1]([CH3:2])[O:3][C:4]([C:5]([CH2:6][C:7]([c:8]1[cH:9][c:10]([CH:14]2[CH2:15][CH2:16][CH2:17][c:18]3[cH:19][cH:20][cH:21][cH:22][c:23]32)[cH:11][cH:12][cH:13]1)=[O:24])=[O:25])=[O:26].[CH3:29][OH:30].[Na+:28].[OH-:27].[OH2:31]>>[O:3]=[C:4]([C:5]([CH2:6][C:7]([c:8]1[cH:9][c:10]([CH:14]2[CH2:15][CH2:16][CH2:17][c:18]3[cH:19][cH:20][cH:21][cH:22][c:23]32)[cH:11][cH:12][cH:13]1)=[O:24])=[O:25])[OH:26].